This data is from the Open Reaction Database (ORD), a public repository of structured organic reaction records. The task is: describe an organic reaction: reactants, conditions, products, and yield The reactants are CN, CO, ClCCl, C1CCOC1, O=C1COC(=O)N1CCCCn1ccc2ccccc21. Product: CNC(=O)COC(=O)NCCCCn1ccc2ccccc21. RXN SMILES: [CH3:21][NH2:22].[CH3:26][OH:27].[Cl:23][CH2:24][Cl:25].[O:28]1[CH2:29][CH2:30][CH2:31][CH2:32]1.[n:1]1([CH2:10][CH2:11][CH2:12][CH2:13][N:14]2[C:15](=[O:20])[O:16][CH2:17][C:18]2=[O:19])[cH:2][cH:3][c:4]2[cH:5][cH:6][cH:7][cH:8][c:9]12>>[n:1]1([CH2:10][CH2:11][CH2:12][CH2:13][NH:14][C:15]([O:16][CH2:17][C:18](=[O:19])[NH:22][CH3:21])=[O:20])[cH:2][cH:3][c:4]2[cH:5][cH:6][cH:7][cH:8][c:9]12. Starting materials: [BH4-], CCO, [Na+], CC(C=O)C1CCC2C3CCC4=CC(=O)CCC4(C)C3CCC12C. Yields the product CC(CO)C1CCC2C3CCC4=CC(=O)CCC4(C)C3CCC12C. As a reaction SMILES: [BH4-:25].[CH3:27][CH2:28][OH:29].[Na+:26].[O:1]=[C:2]1[CH:3]=[C:4]2[CH2:5][CH2:6][CH:7]3[CH:8]4[CH2:9][CH2:10][CH:11]([CH:12]([CH3:13])[CH:14]=[O:15])[C:16]4([CH3:24])[CH2:17][CH2:18][CH:19]3[C:20]2([CH3:23])[CH2:21][CH2:22]1>>[O:1]=[C:2]1[CH:3]=[C:4]2[CH2:5][CH2:6][CH:7]3[CH:8]4[CH2:9][CH2:10][CH:11]([CH:12]([CH3:13])[CH2:14][OH:15])[C:16]4([CH3:24])[CH2:17][CH2:18][CH:19]3[C:20]2([CH3:23])[CH2:21][CH2:22]1. The reactants are CN1CCCC1=O, Clc1nc2ccccc2o1, Nc1ccc(Nc2ncncc2[N+](=O)[O-])cc1, O. Yields the product O=[N+]([O-])c1cncnc1Nc1ccc(Nc2nc3ccccc3o2)cc1. RXN SMILES: [CH3:28][N:29]1[CH2:30][CH2:31][CH2:32][C:33]1=[O:34].[Cl:18][c:19]1[o:20][c:21]2[c:22]([n:23]1)[cH:24][cH:25][cH:26][cH:27]2.[N+:1](=[O:2])([O-:3])[c:4]1[c:5]([NH:10][c:11]2[cH:12][cH:13][c:14]([NH2:17])[cH:15][cH:16]2)[n:6][cH:7][n:8][cH:9]1.[OH2:35]>>[N+:1](=[O:2])([O-:3])[c:4]1[c:5]([NH:10][c:11]2[cH:12][cH:13][c:14]([NH:17][c:19]3[o:20][c:21]4[c:22]([n:23]3)[cH:24][cH:25][cH:26][cH:27]4)[cH:15][cH:16]2)[n:6][cH:7][n:8][cH:9]1.